Dataset: the Open Reaction Database (ORD), a public repository of structured organic reaction records. Task: describe an organic reaction: reactants, conditions, products, and yield Starting materials: COC(=O)c1nc(Br)ccc1O, CC(C)OC(=O)N1CCC(COS(C)(=O)=O)CC1, [K+], [K+], O=C([O-])[O-], CN(C)C=O. Product: COC(=O)c1nc(Br)ccc1OCC1CCN(C(=O)OC(C)C)CC1. As a reaction SMILES: [Br:1][c:2]1[cH:3][cH:4][c:5]([OH:12])[c:6]([C:8](=[O:9])[O:10][CH3:11])[n:7]1.[CH3:13][S:14]([O:15][CH2:18][CH:19]1[CH2:20][CH2:21][N:22]([C:25](=[O:26])[O:27][CH:28]([CH3:29])[CH3:30])[CH2:23][CH2:24]1)(=[O:16])=[O:17].[K+:31].[K+:32].[O-:33][C:34]([O-:35])=[O:36].[O:37]=[CH:38][N:39]([CH3:40])[CH3:41]>>[Br:1][c:2]1[cH:3][cH:4][c:5]([O:12][CH2:18][CH:19]2[CH2:20][CH2:21][N:22]([C:25](=[O:26])[O:27][CH:28]([CH3:29])[CH3:30])[CH2:23][CH2:24]2)[c:6]([C:8](=[O:9])[O:10][CH3:11])[n:7]1.